This data is from the Open Reaction Database (ORD), a public repository of structured organic reaction records. The task is: describe an organic reaction: reactants, conditions, products, and yield Starting materials: CC1=NC(=NC(=C1C(C(=O)OC)CCC)C1=CC=C2C=CN(C2=C1)C)C1=CC=CC=C1 (methyl 2-(4-methyl-6-(1-methyl-1H-indol-6-yl)-2-phenylpyrimidin-5-yl)pentanoate), [OH-].[Na+] (sodium hydroxide). Run in CO (methanol). Product: CC1=NC(=NC(=C1C(C(=O)O)CCC)C1=CC=C2C=CN(C2=C1)C)C1=CC=CC=C1 (2-(4-methyl-6-(1-methyl-1H-indol-6-yl)-2-phenylpyrimidin-5-yl)pentanoic acid). Yield: 78.9%. RXN SMILES: [CH3:1][C:2]1[C:7]([CH:8]([CH2:13][CH2:14][CH3:15])[C:9]([O:11]C)=[O:10])=[C:6]([C:16]2[CH:24]=[C:23]3[C:19]([CH:20]=[CH:21][N:22]3[CH3:25])=[CH:18][CH:17]=2)[N:5]=[C:4]([C:26]2[CH:31]=[CH:30][CH:29]=[CH:28][CH:27]=2)[N:3]=1.[OH-].[Na+]>CO>[CH3:1][C:2]1[C:7]([CH:8]([CH2:13][CH2:14][CH3:15])[C:9]([OH:11])=[O:10])=[C:6]([C:16]2[CH:24]=[C:23]3[C:19]([CH:20]=[CH:21][N:22]3[CH3:25])=[CH:18][CH:17]=2)[N:5]=[C:4]([C:26]2[CH:31]=[CH:30][CH:29]=[CH:28][CH:27]=2)[N:3]=1 |f:1.2|. Procedure details: This compound was prepared according to general method D from methyl 2-(4-methyl-6-(1-methyl-1H-indol-6-yl)-2-phenylpyrimidin-5-yl)pentanoate (0.076 g; 0.184 mmol), sodium hydroxide 10N (0.184 mL; 1.838 mmol) in methanol (1.8 mL) to afford 0.058 g (75%) of the title compound as a white solid. Starting materials: CCO, CCC(=O)Nc1cccc2c(CC(C)N3CC(c4cccc(Cl)c4)OC3=O)c[nH]c12, [Na+], [OH-]. The product is CCC(=O)Nc1cccc2c(CC(C)NCC(O)c3cccc(Cl)c3)c[nH]c12. RXN SMILES: [CH3:33][CH2:34][OH:35].[Cl:1][c:2]1[cH:3][c:4]([CH:8]2[CH2:9][N:10]([CH:14]([CH2:15][c:16]3[cH:17][nH:18][c:19]4[c:20]([NH:25][C:26]([CH2:27][CH3:28])=[O:29])[cH:21][cH:22][cH:23][c:24]34)[CH3:30])[C:11](=[O:13])[O:12]2)[cH:5][cH:6][cH:7]1.[Na+:32].[OH-:31]>>[Cl:1][c:2]1[cH:3][c:4]([CH:8]([CH2:9][NH:10][CH:14]([CH2:15][c:16]2[cH:17][nH:18][c:19]3[c:20]([NH:25][C:26]([CH2:27][CH3:28])=[O:29])[cH:21][cH:22][cH:23][c:24]23)[CH3:30])[OH:12])[cH:5][cH:6][cH:7]1. RXN SMILES: [CH3:34][OH:35].[NH2:2][NH2:3].[O:4]=[C:5]1[N:6]([CH:15]([C:16](=[O:17])[N:18]2[C:19]([CH3:25])([CH3:26])[C:20](=[O:24])[NH:21][CH2:22][CH2:23]2)[CH2:27][c:28]2[cH:29][cH:30][cH:31][cH:32][cH:33]2)[C:13](=[O:14])[c:8]2[c:7]1[cH:12][cH:11][cH:10][cH:9]2.[OH2:1]>>[NH2:6][CH:15]([C:16](=[O:17])[N:18]1[C:19]([CH3:25])([CH3:26])[C:20](=[O:24])[NH:21][CH2:22][CH2:23]1)[CH2:27][c:28]1[cH:29][cH:30][cH:31][cH:32][cH:33]1. Product: CC1(C)C(=O)NCCN1C(=O)C(N)Cc1ccccc1. Reactants: CO, NN, CC1(C)C(=O)NCCN1C(=O)C(Cc1ccccc1)N1C(=O)c2ccccc2C1=O, O. Starting materials: C1(=CC=CC=C1)C1=CC(=NN1C1=CC=C(C=C1)CCNC(OC1=CC=CC=C1)=O)C(F)(F)F (phenyl 2-{4-[5-phenyl-3-(trifluoromethyl)-1H-pyrazol-1-yl]phenyl}Ethylcarbamate), N1=CC(=CC=C1)S(=O)(=O)N (pyridine-3-sulfonamide). The product is C1(=CC=CC=C1)C1=CC(=NN1C1=CC=C(C=C1)CCNC(=O)NS(=O)(=O)C=1C=NC=CC1)C(F)(F)F (N-{[(2-{4-[5-phenyl-3-(trifluoromethyl)-1H-pyrazol-1-yl]phenyl}ethyl)amino]carbonyl}pyridine-3-sulfonamide). Reaction SMILES: [C:1]1([C:7]2[N:11]([C:12]3[CH:17]=[CH:16][C:15]([CH2:18][CH2:19][NH:20][C:21](=O)[O:22]C4C=CC=CC=4)=[CH:14][CH:13]=3)[N:10]=[C:9]([C:30]([F:33])([F:32])[F:31])[CH:8]=2)[CH:6]=[CH:5][CH:4]=[CH:3][CH:2]=1.[N:34]1[CH:39]=[CH:38][CH:37]=[C:36]([S:40]([NH2:43])(=[O:42])=[O:41])[CH:35]=1>>[C:1]1([C:7]2[N:11]([C:12]3[CH:13]=[CH:14][C:15]([CH2:18][CH2:19][NH:20][C:21]([NH:43][S:40]([C:36]4[CH:35]=[N:34][CH:39]=[CH:38][CH:37]=4)(=[O:42])=[O:41])=[O:22])=[CH:16][CH:17]=3)[N:10]=[C:9]([C:30]([F:33])([F:32])[F:31])[CH:8]=2)[CH:6]=[CH:5][CH:4]=[CH:3][CH:2]=1. Reported procedure: The title compound was prepared according to the procedure described in step 1 of Example 0.42 from phenyl 2-{4-[5-phenyl-3-(trifluoromethyl)-1H-pyrazol-1-yl]phenyl}ethylcarbamate (step 4) and pyridine-3-sulfonamide: 1H-NMR (CDCl3) δ 9.04 (1H, d, J=2.0 Hz), 8.78 (1H, d, J=3.7 Hz), 8.08-8.04 (1H, m), 7.48-7.44 (1H, m), 7.34-7.10 (9H, m), 6.76 (1H, s), 6.28 (1H, br.s), 3.48-3.42 (2H, m), 2.83-2.78 (2H, m).